This data is from the Open Reaction Database (ORD), a public repository of structured organic reaction records. The task is: describe an organic reaction: reactants, conditions, products, and yield The reactants are CCN(CC)S(F)(F)F, COc1cnc2c(Oc3ccc(Nc4nnc(-c5cc(CO)cs5)c5ccccc45)cc3)ccnc2c1, ClCCl, [Na+], O=C([O-])O. Yields the product COc1cnc2c(Oc3ccc(Nc4nnc(-c5cc(CF)cs5)c5ccccc45)cc3)ccnc2c1. RXN SMILES: [CH2:38]([N:39]([S:40]([F:41])([F:42])[F:44])[CH2:43][CH3:45])[CH3:46].[CH3:1][O:2][c:3]1[cH:4][n:5][c:6]2[c:7]([O:13][c:14]3[cH:15][cH:16][c:17]([NH:20][c:21]4[n:22][n:23][c:24](-[c:31]5[cH:32][c:33]([CH2:36][OH:37])[cH:34][s:35]5)[c:25]5[cH:26][cH:27][cH:28][cH:29][c:30]45)[cH:18][cH:19]3)[cH:8][cH:9][n:10][c:11]2[cH:12]1.[Cl:52][CH2:53][Cl:54].[Na+:51].[O-:47][C:48]([OH:49])=[O:50]>>[CH3:1][O:2][c:3]1[cH:4][n:5][c:6]2[c:7]([O:13][c:14]3[cH:15][cH:16][c:17]([NH:20][c:21]4[n:22][n:23][c:24](-[c:31]5[cH:32][c:33]([CH2:36][F:44])[cH:34][s:35]5)[c:25]5[cH:26][cH:27][cH:28][cH:29][c:30]45)[cH:18][cH:19]3)[cH:8][cH:9][n:10][c:11]2[cH:12]1.